From a dataset of the Open Reaction Database (ORD), a public repository of structured organic reaction records. describe an organic reaction: reactants, conditions, products, and yield Starting materials: CC1=NN(C(=C1)C)C(NS(=O)(=O)C1=CC=C(C=C1)Cl)=N (N-[(3,5-dimethylpyrazol-1-yl)-iminomethyl]-4-chlorobenzene-sulfonamide), CS(=O)(=O)O (methanesulfonic acid), N1=C(C=CC=C1)CN (2-picolylamine). The product is NC(=NS(=O)(=O)C1=CC=C(C=C1)Cl)NCC1=NC=CC=C1 (N-{amino-[(pyridin-2-yl-methyl)-amino]-methylene}-4-chlorobenzenesulfonamide). RXN SMILES: [CH3:1][C:2]1[CH:6]=[C:5](C)[N:4]([C:8](=[NH:20])[NH:9][S:10]([C:13]2[CH:18]=[CH:17][C:16]([Cl:19])=[CH:15][CH:14]=2)(=[O:12])=[O:11])N=1.CS(O)(=O)=O.[N:26]1C=CC=[CH:28][C:27]=1CN>>[NH2:20][C:8]([NH:4][CH2:5][C:6]1[CH:2]=[CH:1][CH:28]=[CH:27][N:26]=1)=[N:9][S:10]([C:13]1[CH:14]=[CH:15][C:16]([Cl:19])=[CH:17][CH:18]=1)(=[O:11])=[O:12]. Procedure: The compound of Example 21 was prepared according to the accompanying synthesis procedure from 0.5 ml of N-[(3,5-dimethylpyrazol-1-yl)-iminomethyl]-4-chlorobenzene-sulfonamide solution (0.2 M, acetonitrile) with 19 mg of methanesulfonic acid and 0.5 ml of 2-picolylamine solution (1.0 M, acetonitrile) and filed in a substance databank. Calculated mol. wt. 327.79; found mol. wt. (M+H) 328.3; 655.6 (Dimer) Reactants: CN(C)C=O (DMF), CI (methyl iodide), ClC1=C(C=CC=2NC3=CC=CC=C3SC12)O (4-chloro-3-hydroxy-10H-phenothiazine), [H-].[Na+] (sodium hydride). Solvent: CO (MeOH). Run at time 12 hour. Product: ClC1=C(C=CC=2N(C3=CC=CC=C3SC12)C)OC (4-chloro-3-methoxy-10-methyl-10H-phenothiazine). Reaction SMILES: [CH3:1][N:2]([CH:4]=O)[CH3:3].[CH3:6]I.[Cl:8][C:9]1[C:22]2[S:21][C:20]3C(=[CH:16][CH:17]=[CH:18][CH:19]=3)NC=2[CH:12]=[CH:11][C:10]=1[OH:23].[H-].[Na+]>CO>[Cl:8][C:9]1[C:22]2[S:21][C:20]3[C:3](=[CH:16][CH:17]=[CH:18][CH:19]=3)[N:2]([CH3:1])[C:4]=2[CH:12]=[CH:11][C:10]=1[O:23][CH3:6] |f:3.4|. Reported procedure: To 25 ml of DMF was added methyl iodide (2.9 ml), 4-chloro-3-hydroxy-10H-phenothiazine (see Example 3) (2.3 g) and sodium hydride (0.672 g). The resulting reaction mixture was stirred at ambient temperature for 12 hours. At 0° C., MeOH was added to destroy the remaining hydride, then H2O. The resulting solution was extracted with ethyl acetate and the organic phase, dried and evaporated. The resulting residue was then purified by chromatography on silica gel to give 1.5 g of 4-chloro-3-methoxy-1... Reactants: OC1C(C2=CC=CC=C2C1)=O (hydroxy-indanone), C(#N)CC(=O)O (cyanoacetic acid). Product: OC1C=C(C2=CC=CC=C12)CC(=O)O (hydroxyindene-3-acetic acid). As a reaction SMILES: O[CH:2]1[CH2:10][C:9]2[C:4](=[CH:5][CH:6]=[CH:7][CH:8]=2)[C:3]1=[O:11].C([CH2:14][C:15]([OH:17])=[O:16])#N>>[OH:11][CH:3]1[C:4]2[C:9](=[CH:8][CH:7]=[CH:6][CH:5]=2)[C:10]([CH2:14][C:15]([OH:17])=[O:16])=[CH:2]1. Reported procedure: In an alternative preparation scheme, the intermediate hydroxy-indanone can be reacted with cyanoacetic acid to give the corresponding hydroxyindene-3-acetic acid, which is then esterified before introduction of the R5 -methylene grouping in order to facilitate the purification of desired intermediates. Since introduction of the R5 -methylene grouping is accompanied by ester hydrolysis, the intermediate free acid is re-esterified to facilitate purification followed by reaction with an appropriat... Reactants: Nc1ccc(F)c(C(=O)OCc2ccccc2)c1F, CCCS(=O)(=O)Cl, ClCCl, O, c1ccncc1. Yields the product CCCS(=O)(=O)Nc1ccc(F)c(C(=O)OCc2ccccc2)c1F. RXN SMILES: [CH2:1]([c:2]1[cH:3][cH:4][cH:5][cH:6][cH:7]1)[O:8][C:9]([c:10]1[c:11]([F:18])[c:12]([NH2:17])[cH:13][cH:14][c:15]1[F:16])=[O:19].[CH2:26]([CH2:27][CH3:28])[S:29](=[O:30])(=[O:31])[Cl:32].[CH2:34]([Cl:35])[Cl:36].[OH2:33].[cH:20]1[cH:21][cH:22][n:23][cH:24][cH:25]1>>[CH2:1]([c:2]1[cH:3][cH:4][cH:5][cH:6][cH:7]1)[O:8][C:9]([c:10]1[c:11]([F:18])[c:12]([NH:17][S:29]([CH2:26][CH2:27][CH3:28])(=[O:30])=[O:31])[cH:13][cH:14][c:15]1[F:16])=[O:19]. Reactants: Weinreb amide, C(=O)(O)C=1C=NOC1 (4-carboxy isoxazole), C1CCOC1 (THF), COCN (N-methoxymethylamine), C(CCl)Cl.C=1C=CC2=C(C1)N=NN2O.CCN(C(C)C)C(C)C (EDC HOBt DIEA). Solvent: CCOC(=O)C (EtOAc). Run at time 5 minute. Yields the product OC1=CC=C(C=C1)C1=NOC(=C1C=O)C1=CC=C(C=C1)O (3,5-bis(4-hydroxyphenyl)isoxazole-4-carbaldehyde). Reaction SMILES: [C:1]([C:4]1[CH:5]=[N:6][O:7][CH:8]=1)([OH:3])=O.C(Cl)CCl.[CH:13]1[CH:14]=[CH:15][C:16]2N(O)N=N[C:17]=2[CH:18]=1.CCN([CH:29]([CH3:31])[CH3:30])C(C)C.C[O:33]CN.[CH2:36]1C[O:39][CH2:38][CH2:37]1>CCOC(C)=O>[OH:33][C:17]1[CH:16]=[CH:15][C:14]([C:5]2[C:4]([CH:1]=[O:3])=[C:8]([C:30]3[CH:29]=[CH:31][C:38]([OH:39])=[CH:37][CH:36]=3)[O:7][N:6]=2)=[CH:13][CH:18]=1 |f:1.2.3|. Procedure: Weinreb amide formation. 4-carboxy isoxazole (obtained from Steps 1-4 above) was dissolved in THF and activated with EDC:HOBt:DIEA (1.5:1.5:1.5) and allowed to stand at rt for 5min. N-methoxymethylamine (1.5 equiv.) was then added. The reaction mixture was allowed to stand at rt overnight, after which it was diluted with EtOAc and washed with 10% citric acid, 10% NaHCO3, and brine. The solvent was removed, and the residue was purified by flash chromatography (EtOAc/petrol) and lyophilized in 90%...